Dataset: the Open Reaction Database (ORD), a public repository of structured organic reaction records. Task: describe an organic reaction: reactants, conditions, products, and yield The product is BrCC(=O)N[C@H](C(=O)N1[C@@H](C=C(C1)C1=C(C=CC(=C1)F)F)C1=CC=CC=C1)C1CC1 (2-bromo-N-{(1S)-1-cyclopropyl-2-[(2S)-4-(2,5-difluorophenyl)-2-phenyl-2,5-dihydro-1H-pyrrol-1-yl]-2-oxoethyl}acetamide). Solvent: ClCCl (dichloromethane). Reactants: BrCC(=O)Br (Bromoacetyl bromide), C1(CC1)[C@@H](C(=O)N1[C@@H](C=C(C1)C1=C(C=CC(=C1)F)F)C1=CC=CC=C1)N ((1S)-1-cyclopropyl-2-[(2S)-4-(2,5-difluorophenyl)-2-phenyl-2,5-dihydro-1H-pyrrol-1-yl]-2-oxoethanamine), C(C)(C)N(C(C)C)CC (N,N-diisopropylethylamine). Procedure: Bromoacetyl bromide (49 μL, 0.56 mmol, 1.1 equiv) was added to a solution of (1S)-1-cyclopropyl-2-[(2S)-4-(2,5-difluorophenyl)-2-phenyl-2,5-dihydro-1H-pyrrol-1-yl]-2-oxoethanamine (16-7, 181 mg, 0.511 mmol, 1 equiv) and N,N-diisopropylethylamine (107 μL, 0.613 mmol, 1.20 equiv) in dichloromethane (10 mL) at 23° C., and the resulting mixture was allowed to stir for 30 minutes. The reaction mixture was partitioned between water (70 mL) and dichloromethane (2×60 mL). The combined organic layers wer... Run at time 30 minute. As a reaction SMILES: [Br:1][CH2:2][C:3](Br)=[O:4].[CH:6]1([C@H:9]([NH2:31])[C:10]([N:12]2[CH2:16][C:15]([C:17]3[CH:22]=[C:21]([F:23])[CH:20]=[CH:19][C:18]=3[F:24])=[CH:14][C@H:13]2[C:25]2[CH:30]=[CH:29][CH:28]=[CH:27][CH:26]=2)=[O:11])[CH2:8][CH2:7]1.C(N(CC)C(C)C)(C)C>ClCCl>[Br:1][CH2:2][C:3]([NH:31][C@@H:9]([CH:6]1[CH2:8][CH2:7]1)[C:10]([N:12]1[CH2:16][C:15]([C:17]2[CH:22]=[C:21]([F:23])[CH:20]=[CH:19][C:18]=2[F:24])=[CH:14][C@H:13]1[C:25]1[CH:30]=[CH:29][CH:28]=[CH:27][CH:26]=1)=[O:11])=[O:4]. The reactants are C(C1=CC=CC=C1)OC(=O)N1C[C@@H](C[C@H](C1)NC(=O)NC=1N=C2C(=NC1)N(C=C2)COCC[Si](C)(C)C)C ((3R,5R)-3-methyl-5-{3-[5-(2-trimethylsilanyl-ethoxymethyl)-5H-pyrrolo[2,3-b]pyrazin-2-yl]-ureido}-piperidine-1-carboxylic acid benzyl ester). Reagents/catalysts: [OH-].[Pd+2].[OH-] (palladium hydroxide). Run in CCO (EtOH). Reaction conditions: time 2 hour. Yields the product C[C@@H]1C[C@H](CNC1)NC(=O)NC=1N=C2C(=NC1)N(C=C2)COCC[Si](C)(C)C (1-((3R,5R)-5-methyl-piperidin-3-yl)-3-[5-(2-trimethylsilanyl-ethoxymethyl)-5H-pyrrolo[2,3-b]pyrazin-2-yl]-urea). The yield is 97.3%. RXN SMILES: C(OC([N:11]1[CH2:16][C@H:15]([NH:17][C:18]([NH:20][C:21]2[N:22]=[C:23]3[CH:29]=[CH:28][N:27]([CH2:30][O:31][CH2:32][CH2:33][Si:34]([CH3:37])([CH3:36])[CH3:35])[C:24]3=[N:25][CH:26]=2)=[O:19])[CH2:14][C@@H:13]([CH3:38])[CH2:12]1)=O)C1C=CC=CC=1>CCO.[OH-].[Pd+2].[OH-]>[CH3:38][C@H:13]1[CH2:12][NH:11][CH2:16][C@H:15]([NH:17][C:18]([NH:20][C:21]2[N:22]=[C:23]3[CH:29]=[CH:28][N:27]([CH2:30][O:31][CH2:32][CH2:33][Si:34]([CH3:35])([CH3:37])[CH3:36])[C:24]3=[N:25][CH:26]=2)=[O:19])[CH2:14]1 |f:2.3.4|. Reported procedure: A mixture of (3R,5R)-3-methyl-5-{3-[5-(2-trimethylsilanyl-ethoxymethyl)-5H-pyrrolo[2,3-b]pyrazin-2-yl]-ureido}-piperidine-1-carboxylic acid benzyl ester (1.04 g, 1.93 mmol) and palladium hydroxide 20% on carbon (0.15 g) in 20 mL of EtOH was stirred at RT under hydrogen (1 atm) for 2 hours before being filtered. The dark brown filtrate was evaporated to give 0.76 g of 1-((3R,5R)-5-methyl-piperidin-3-yl)-3-[5-(2-trimethylsilanyl-ethoxymethyl)-5H-pyrrolo[2,3-b]pyrazin-2-yl]-urea (>95%). Reactants: ClCCl, COc1ccc(CSc2nc(C)c(CO)n2C)cc1. Yields the product COc1ccc(CSc2nc(C)c(C=O)n2C)cc1. RXN SMILES: [CH2:20]([Cl:21])[Cl:22].[CH3:1][n:2]1[c:3]([S:10][CH2:11][c:12]2[cH:13][cH:14][c:15]([O:18][CH3:19])[cH:16][cH:17]2)[n:4][c:5]([CH3:9])[c:6]1[CH2:7][OH:8]>>[CH3:1][n:2]1[c:3]([S:10][CH2:11][c:12]2[cH:13][cH:14][c:15]([O:18][CH3:19])[cH:16][cH:17]2)[n:4][c:5]([CH3:9])[c:6]1[CH:7]=[O:8].